From a dataset of the Open Reaction Database (ORD), a public repository of structured organic reaction records. describe an organic reaction: reactants, conditions, products, and yield RXN SMILES: [CH2:1]([CH:3]([C:7](=O)[CH3:8])[C:4](=O)[CH3:5])[CH3:2].Cl.[NH:11]([C:13]1[CH:18]=[CH:17][C:16]([CH2:19][CH2:20][OH:21])=[CH:15][CH:14]=1)[NH2:12]>>[CH2:1]([C:3]1[C:7]([CH3:8])=[N:12][N:11]([C:13]2[CH:14]=[CH:15][C:16]([CH2:19][CH2:20][OH:21])=[CH:17][CH:18]=2)[C:4]=1[CH3:5])[CH3:2] |f:1.2|. Product: C(C)C=1C(=NN(C1C)C1=CC=C(C=C1)CCO)C (2-[4-(4-Ethyl-3,5-dimethyl-1H-pyrazol-1-yl)phenyl]ethanol). Procedure: The title compound was prepared according to the procedure described in step 1 of Example 1 from 3-ethyl-2,4-pentanedione and 2-(4-hydrazinophenyl)ethanol hydrochloride: MS (ESI) m/z 245 [M+H]+, 1H-NMR (CDCl3) δ 7.36-7.26 (4H, m), 3.84 (2H, t, J=6.6 Hz), 2.89 (2H, t, J=6.6 Hz), 2.24 (2H, q, J=7.5 Hz), 2.26 (3H, s), 2.22 (3H, s), 1.12 (3H, t, J=7.5 Hz). Starting materials: C(C)C(C(C)=O)C(C)=O (3-ethyl-2,4-pentanedione), Cl.N(N)C1=CC=C(C=C1)CCO (2-(4-hydrazinophenyl)ethanol hydrochloride). Starting materials: COC=1C=C(C=CC1NS(=O)(=O)C)C(C)NC(OCC1=CC=CC=C1)=O (Benzyl N-{1-[3-methoxy-4-(methylsulfonylamino)phenyl]ethyl}carbamate), C(C)N (ethyl amine). Yields the product COC=1C=C(C=CC1NS(=O)(=O)C)C(C)N (1-[3-Methoxy-4-(methylsulfonylamino)phenyl]ethyl amine). As a reaction SMILES: [CH3:1][O:2][C:3]1[CH:4]=[C:5]([CH:14]([NH:16]C(=O)OCC2C=CC=CC=2)[CH3:15])[CH:6]=[CH:7][C:8]=1[NH:9][S:10]([CH3:13])(=[O:12])=[O:11].C(N)C>>[CH3:1][O:2][C:3]1[CH:4]=[C:5]([CH:14]([NH2:16])[CH3:15])[CH:6]=[CH:7][C:8]=1[NH:9][S:10]([CH3:13])(=[O:12])=[O:11]. Procedure details: Through similar procedure to that in Example 1-2 excepting using Benzyl N-{1-[3-methoxy-4-(methylsulfonylamino)phenyl]ethyl}carbamate (14-1) as a starting material, □1□3-Methoxy-4-(methylsulfonylamino)phenyl]ethyl amine (14-3, CHK-570) having following physicochemical properties was synthesized: The reactants are CC(C)(C)OC(=O)N1CCN(C(=O)Cl)CC1, OCc1ccc(OCc2ccccc2)cc1, CC(C)=O, [K+], [OH-], O, S=C=S. Product: CC(C)(C)OC(=O)N1CCN(C(=O)SCc2ccc(OCc3ccccc3)cc2)CC1. As a reaction SMILES: [C:22]([CH3:23])([CH3:24])([CH3:25])[O:26][C:27](=[O:28])[N:29]1[CH2:30][CH2:31][N:32]([C:35](=[O:36])[Cl:37])[CH2:33][CH2:34]1.[CH2:3]([c:4]1[cH:5][cH:6][cH:7][cH:8][cH:9]1)[O:10][c:11]1[cH:12][cH:13][c:14]([CH2:15][OH:16])[cH:17][cH:18]1.[CH3:38][C:39](=[O:40])[CH3:41].[K+:2].[OH-:1].[OH2:42].[S:19]=[C:20]=[S:21]>>[CH2:3]([c:4]1[cH:5][cH:6][cH:7][cH:8][cH:9]1)[O:10][c:11]1[cH:12][cH:13][c:14]([CH2:15][S:19][C:35]([N:32]2[CH2:31][CH2:30][N:29]([C:27]([O:26][C:22]([CH3:23])([CH3:24])[CH3:25])=[O:28])[CH2:34][CH2:33]2)=[O:36])[cH:17][cH:18]1. Reactants: C[C@@H]1CC[C@H](CC1)NC(C=CC1=CC(=C(C=C1)OCCCCCC(=O)OCC)OC)=O (N-(trans-4-methylcyclohexyl)-4-[5-(ethyoxycarbonyl) pentyloxy]-3-methoxycinnamamide), [OH-].[K+] (potassium hydroxide). Solvent: CO (methanol). The product is C[C@@H]1CC[C@H](CC1)NC(C=CC1=CC(=C(C=C1)OCCCCCC(=O)O)OC)=O (N-(trans-4-methylcyclohexyl)-4-(5-carboxypentyloxy)-3-methoxycinnamamide). Yield: 93.3%. As a reaction SMILES: [CH3:1][C@H:2]1[CH2:7][CH2:6][C@H:5]([NH:8][C:9](=[O:31])[CH:10]=[CH:11][C:12]2[CH:17]=[CH:16][C:15]([O:18][CH2:19][CH2:20][CH2:21][CH2:22][CH2:23][C:24]([O:26]CC)=[O:25])=[C:14]([O:29][CH3:30])[CH:13]=2)[CH2:4][CH2:3]1.[OH-].[K+]>CO>[CH3:1][C@H:2]1[CH2:7][CH2:6][C@H:5]([NH:8][C:9](=[O:31])[CH:10]=[CH:11][C:12]2[CH:17]=[CH:16][C:15]([O:18][CH2:19][CH2:20][CH2:21][CH2:22][CH2:23][C:24]([OH:26])=[O:25])=[C:14]([O:29][CH3:30])[CH:13]=2)[CH2:4][CH2:3]1 |f:1.2|. Procedure: Using 2.5 g of N-(trans-4-methylcyclohexyl)-4-[5-(ethyoxycarbonyl) pentyloxy]-3-methoxycinnamamide (Example 177), 20 ml of 2 M aqueous potassium hydroxide solution, and 80 ml of methanol, a reaction similar to that conducted in Example 169 was carried out. As a result, 2.18 g of N-(trans-4-methylcyclohexyl)-4-(5-carboxypentyloxy)-3-methoxycinnamamide (a compound of the present invention) was obtained as white crystal, which had the following physiochemical properties: Reactants: CCOC(C)=O, CS(=O)(=O)OS(C)(=O)=O, COc1nc2cc(Cl)c(C)c(N)c2nc1OC, C1CCOC1, O, c1ccncc1. Product: COc1nc2cc(Cl)c(C)c(NS(C)(=O)=O)c2nc1OC. As a reaction SMILES: [CH3:39][CH2:40][O:41][C:42](=[O:43])[CH3:44].[CH3:7][S:8](=[O:9])([O:11][S:10]([CH3:12])(=[O:13])=[O:14])=[O:15].[NH2:16][c:17]1[c:18]2[n:19][c:20]([O:31][CH3:32])[c:21]([O:29][CH3:30])[n:22][c:23]2[cH:24][c:25]([Cl:28])[c:26]1[CH3:27].[O:34]1[CH2:35][CH2:36][CH2:37][CH2:38]1.[OH2:33].[cH:1]1[cH:2][cH:3][n:4][cH:5][cH:6]1>>[CH3:7][S:8](=[O:9])(=[O:11])[NH:16][c:17]1[c:18]2[n:19][c:20]([O:31][CH3:32])[c:21]([O:29][CH3:30])[n:22][c:23]2[cH:24][c:25]([Cl:28])[c:26]1[CH3:27]. Procedure details: Using high temperature NMR techniques (150° C., nitrobenzene), the rapid conversion of the diamide to N-phenylsuccinimide was observed. Starting materials: [N+](=O)([O-])C1=CC=CC=C1 (nitrobenzene), CN(C)C(=O)N=NC(=O)N(C)C (diamide), C1(=CC=CC=C1)N1C(CCC1=O)=O (N-phenylsuccinimide). RXN SMILES: [N+](C1C=CC=CC=1)([O-])=O.C[N:11]([C:13]([N:15]=NC(N(C)C)=O)=O)C.[C:22]1([N:28]2[C:32](=[O:33])[CH2:31][CH2:30][C:29]2=[O:34])[CH:27]=[CH:26][CH:25]=[CH:24][CH:23]=1>>[C:13]([NH:15][C:32](=[O:33])[CH2:31][CH2:30][C:29]([NH:28][C:22]1[CH:27]=[CH:26][CH:25]=[CH:24][CH:23]=1)=[O:34])#[N:11]. Product: C(#N)NC(CCC(=O)NC1=CC=CC=C1)=O (N-Cyano-N'-phenylbutanediamide).